Dataset: the Open Reaction Database (ORD), a public repository of structured organic reaction records. Task: describe an organic reaction: reactants, conditions, products, and yield Reactants: COC=1C=C2C=CN=CC2=CC1 (6-Methoxyisoquinoline). The solvent is Br (HBr). The product is OC=1C=C2C=CN=CC2=CC1 (6-hydroxyisoquinoline). The yield is 82.2%. RXN SMILES: C[O:2][C:3]1[CH:4]=[C:5]2[C:10](=[CH:11][CH:12]=1)[CH:9]=[N:8][CH:7]=[CH:6]2>Br>[OH:2][C:3]1[CH:4]=[C:5]2[C:10](=[CH:11][CH:12]=1)[CH:9]=[N:8][CH:7]=[CH:6]2. Reported procedure: 6-Methoxyisoquinoline (16 g, 0.1M) and 48% aqueous HBr (600 ml) were refluxed together for 6 hours and the mixture was then evaporated to dryness in vacuo. The residue was dissolved in H2O and basified with solid Na2CO3. The resulting precipitated solid was filtered off and recrystallised from isopropanol to give 6-hydroxyisoquinoline (12 g, 82%), m.p. 218°-20° C. (lit.* 220° C.). Starting materials: C(C)(=O)NC(COC(C)=O)(COC(C)=O)CC=CC1=CC=CC=C1 (2-Acetamido-1,3-diacetoxy-2-(3-phenyl-2-propenyl)propane), [OH-].[Na+] (sodium hydroxide). The solvent is CO (methanol). The product is NC(CO)(CO)CC=CC1=CC=CC=C1 (2-amino-2-(3-phenyl-2-propenyl)-1,3-propanediol). Yield: 66.2%. RXN SMILES: C([NH:4][C:5]([CH2:16][CH:17]=[CH:18][C:19]1[CH:24]=[CH:23][CH:22]=[CH:21][CH:20]=1)([CH2:11][O:12]C(=O)C)[CH2:6][O:7]C(=O)C)(=O)C.[OH-].[Na+]>CO>[NH2:4][C:5]([CH2:16][CH:17]=[CH:18][C:19]1[CH:20]=[CH:21][CH:22]=[CH:23][CH:24]=1)([CH2:11][OH:12])[CH2:6][OH:7] |f:1.2|. Reported procedure: 2-Acetamido-1,3-diacetoxy-2-(3-phenyl-2-propenyl)propane (170 mg) was dissolved in 6 ml of methanol and 6 ml of a 1 N aqueous sodium hydroxide solution was added thereto. The mixture was refluxed under heating for 3 hours. After the reaction, the solvent was distilled away and the residue was purified by silica gel column chromatography (methanol: chloroform=1:30-1:6) to give 70 mg of 2-amino-2-(3-phenyl-2-propenyl)-1,3-propanediol as pale brown crystals. Starting materials: ClCCN1CCCC1 (1-chloro-2-pyrrolidino ethane), ice MeOH, O.O.Cl.Cl.C12(CC3CC(CC(C1)C3)C2)OC2=CC=C(N(CCN3CCCC3)C)C=C2 (4-adamantyloxy-N-methyl-N-(2-pyrrolidinoethyl)aniline dihydrochloride dihydrate), CNC1=CC=C(C=C1)OC12CC3CC(CC(C1)C3)C2 (N-Methyl-p-(1-adamantyloxy)aniline). Solvent: C1(=CC=CC=C1)C (toluene), CCCCC (pentane), C1CCOC1 (THF), C1CCOC1 (THF), C1=CC=CC=C1 (C6H6). Reaction conditions: time 1 hour. The product is O.O.Cl.Cl.C12(CC3CC(CC(C1)C3)C2)C(=O)OC2=CC=C(N(CCN3CCCC3)C)C=C2 (4-Adamantoyloxy-N-methyl-N-(2-pyrrolidinoethyl)aniline Dihydrochloride Dihydrate). Reaction SMILES: CNC1C=CC([O:9][C:10]23[CH2:19][CH:14]4[CH2:15][CH:16]([CH2:18][CH:12]([CH2:13]4)[CH2:11]2)[CH2:17]3)=CC=1.[Cl:20]CCN1CCCC1.[OH2:28].O.[ClH:30].Cl.[C:32]12([O:42][C:43]3[CH:57]=[CH:56][C:46]([N:47]([CH3:55])[CH2:48][CH2:49][N:50]4[CH2:54][CH2:53][CH2:52][CH2:51]4)=[CH:45][CH:44]=3)CC3CC(CC(C3)C1)C2>CCCCC.C1C=CC=CC=1.C1COCC1.C1(C)C=CC=CC=1>[OH2:9].[OH2:42].[ClH:20].[ClH:30].[C:10]12([C:32]([O:42][C:43]3[CH:57]=[CH:56][C:46]([N:47]([CH3:55])[CH2:48][CH2:49][N:50]4[CH2:54][CH2:53][CH2:52][CH2:51]4)=[CH:45][CH:44]=3)=[O:28])[CH2:19][CH:14]3[CH2:15][CH:16]([CH2:18][CH:12]([CH2:13]3)[CH2:11]1)[CH2:17]2 |f:2.3.4.5.6,11.12.13.14.15|. Reported procedure: To an ice-MeOH cooled solution of 2.0 g. (0.0078 mole) of N-Methyl-p-(1-adamantyloxy)aniline in 20 ml. THF was added 4.75 ml. of 1.64 N Buli in pentane. A solution of a 1:1 mixture of toluene, and 1-chloro-2-pyrrolidino ethane (2.08 g.) in 20 ml. THF was then added and the mixture stirred at room temperature for 1 hour and at reflux for 18 hours. The solution was allowed to cool, diluted with C6H6 and washed with H2O and brine. The residue remaining when the organic fraction was taken to dryness... Starting materials: O=C(O)c1cnc2c(C(F)(F)F)cccc2c1O, O=S(Cl)Cl. Product: [Cl-], O=C(O)c1cnc2c(C(F)(F)F)cccc2c1O. Reaction SMILES: [OH:1][c:2]1[c:3]([C:16](=[O:17])[OH:18])[cH:4][n:5][c:6]2[c:7]([C:12]([F:13])([F:14])[F:15])[cH:8][cH:9][cH:10][c:11]12.[S:19]([Cl:20])([Cl:21])=[O:22]>>[Cl-:21].[OH:1][c:2]1[c:3]([C:16](=[O:17])[OH:18])[cH:4][n:5][c:6]2[c:7]([C:12]([F:13])([F:14])[F:15])[cH:8][cH:9][cH:10][c:11]12. Starting materials: CC(C)(C)N(Cc1cnc(Cl)cc1-c1ccc(Cl)cc1C(=O)c1c(F)cccc1F)C(=O)[O-], ClCCl, [Na+], [Na+], O=C([O-])[O-], O, O=C(O)C(F)(F)F. The product is Fc1cccc(F)c1C1=NCc2cnc(Cl)cc2-c2ccc(Cl)cc21. As a reaction SMILES: [C:1]([N:5]([C:3](=[O:4])[O-:6])[CH2:9][c:10]1[cH:11][n:12][c:13]([Cl:33])[cH:14][c:15]1-[c:16]1[c:17]([C:23](=[O:2])[c:24]2[c:25]([F:31])[cH:26][cH:27][cH:28][c:29]2[F:30])[cH:18][c:19]([Cl:22])[cH:20][cH:21]1)([CH3:7])([CH3:8])[CH3:32].[CH2:48]([Cl:49])[Cl:50].[Na+:42].[Na+:43].[O-:44][C:45](=[O:46])[O-:47].[OH2:41].[OH:34][C:35]([C:36]([F:37])([F:38])[F:39])=[O:40]>>[N:5]1=[C:23]([c:24]2[c:25]([F:31])[cH:26][cH:27][cH:28][c:29]2[F:30])[c:17]2[c:16]([cH:21][cH:20][c:19]([Cl:22])[cH:18]2)-[c:15]2[c:10]([cH:11][n:12][c:13]([Cl:33])[cH:14]2)[CH2:9]1. Starting materials: BrC1=CC=C(C=C1)C(C(=O)O)CCCCl (2-(4-Bromo-phenyl)-5-chloropentanoic acid), CO (MeOH). Run in O=S(Cl)Cl (SOCl2). Yields the product COC(C(CCCCl)C1=CC=C(C=C1)Br)=O (2-(4-Bromo-phenyl)-5-chloropentanoic acid methyl ester). Yield: 90.0%. Reaction SMILES: [Br:1][C:2]1[CH:7]=[CH:6][C:5]([CH:8]([CH2:12][CH2:13][CH2:14][Cl:15])[C:9]([OH:11])=[O:10])=[CH:4][CH:3]=1.[CH3:16]O>O=S(Cl)Cl>[CH3:16][O:10][C:9](=[O:11])[CH:8]([C:5]1[CH:4]=[CH:3][C:2]([Br:1])=[CH:7][CH:6]=1)[CH2:12][CH2:13][CH2:14][Cl:15]. Reported procedure: To a solution of 2-(4-Bromo-phenyl)-5-chloropentanoic acid (3 g, 10.38 mmol) in MeOH (60 mL), SOCl2 (2 mL) was added at 0 degrees Celsius, then the mixture refluxed for 5 h. After cooling, the solution was evaporated to dryness under reduced pressure, then EtOAc was added and the mixture was washed with aq. NaHCO3, the organic layer was dried with MgSO4, and evaporated to give the compound as an oil (2.85 g, 90%). MS: calc'd 304 (MH+), exp 304 (MH+).